Dataset: the Open Reaction Database (ORD), a public repository of structured organic reaction records. Task: describe an organic reaction: reactants, conditions, products, and yield Starting materials: O1C(=CC=C1)C=1C=C(C=CC1)C(C(C)C)(O)C=1N=CN(C1)C(C1=CC=CC=C1)(C1=CC=CC=C1)C1=CC=CC=C1 (1-[3-(2-furyl)phenyl]-2-methyl-1-(1-trityl-1H-imidazol-4-yl)-1-propanol), Cl.N1=CC=CC=C1 (pyridine hydrochloride). Product: O1C(=CC=C1)C=1C=C(C=CC1)C(C(C)C)(O)C=1N=CNC1 (1-[3-(2-furyl)phenyl]-1-(1H-imidazol-4-yl)-2-methyl-1-propanol). The yield is 72.0%. Reaction SMILES: [O:1]1[CH:5]=[CH:4][CH:3]=[C:2]1[C:6]1[CH:7]=[C:8]([C:12]([C:17]2[N:18]=[CH:19][N:20](C(C3C=CC=CC=3)(C3C=CC=CC=3)C3C=CC=CC=3)[CH:21]=2)([OH:16])[CH:13]([CH3:15])[CH3:14])[CH:9]=[CH:10][CH:11]=1.Cl.N1C=CC=CC=1>>[O:1]1[CH:5]=[CH:4][CH:3]=[C:2]1[C:6]1[CH:7]=[C:8]([C:12]([C:17]2[N:18]=[CH:19][NH:20][CH:21]=2)([OH:16])[CH:13]([CH3:15])[CH3:14])[CH:9]=[CH:10][CH:11]=1 |f:1.2|. Procedure: By the reaction in the same manner as in Example 4-(iii) using 1-[3-(2-furyl)phenyl]-2-methyl-1-(1-trityl-1H-imidazol-4-yl)-1-propanol (1.54 g) and pyridine hydrochloride (610 mg), the title compound (597 mg) was obtained as colorless plate crystals. Reactants: ClC1=CC=C(C=C1)N1C(OC(C1)COC1=CC=C(C=O)C=C1)=O (4-[3-(4-chlorophenyl)-2-oxooxazolidin-5-yl]methoxybenzaldehyde), C1(=CC=C(C=C1)N1C(OC(C1)COC1=CC=C(C=O)C=C1)=O)C (4-[3-(4-tolyl)-2-oxooxazolidin-5-yl]methoxybenzaldehyde), C1(=CC=C(C=C1)N1C(OC(C1)COC1=CC=C(C=O)C=C1)=O)C (4-[3-(4-tolyl)-2-oxooxazolidin-5-yl]methoxybenzaldehyde). Reported procedure: The same procedure of Example 20 was repeated except that 4-[3-(4-tolyl)-2-oxooxazolidin-5-yl]methoxybenzaldehyde (compound 20) obtained in Example 2 was used in lieu of 4-[3-(4-chlorophenyl)-2-oxooxazolidin-5-yl]methoxybenzaldehyde to give the title compound (compound 175) in a yield of 63%. Yields the product C1(=CC=C(C=C1)N1C(OC(C1)COC1=CC=C(CO)C=C1)=O)C (4-[3-(4-tolyl)-2-oxooxazolidin-5-yl]methoxybenzyl alcohol), compound 175. Reaction SMILES: [C:1]1([CH3:23])[CH:6]=[CH:5][C:4]([N:7]2[CH2:11][CH:10]([CH2:12][O:13][C:14]3[CH:21]=[CH:20][C:17]([CH:18]=[O:19])=[CH:16][CH:15]=3)[O:9][C:8]2=[O:22])=[CH:3][CH:2]=1.ClC1C=CC(N2CC(COC3C=CC(C=O)=CC=3)OC2=O)=CC=1>>[C:1]1([CH3:23])[CH:2]=[CH:3][C:4]([N:7]2[CH2:11][CH:10]([CH2:12][O:13][C:14]3[CH:21]=[CH:20][C:17]([CH2:18][OH:19])=[CH:16][CH:15]=3)[O:9][C:8]2=[O:22])=[CH:5][CH:6]=1. Yield: 63.0%. The reactants are CC(C)(C)OC(=O)N1CC(O)CC1C(=O)OCc1ccccc1, CS(=O)(=O)Cl, O, c1ccncc1. The product is CC(C)(C)OC(=O)N1CC(OS(C)(=O)=O)CC1C(=O)OCc1ccccc1. Reaction SMILES: [CH2:1]([c:2]1[cH:3][cH:4][cH:5][cH:6][cH:7]1)[O:8][C:9]([CH:10]1[N:11]([C:16](=[O:17])[O:18][C:19]([CH3:20])([CH3:21])[CH3:22])[CH2:12][CH:13]([OH:15])[CH2:14]1)=[O:23].[CH3:24][S:25]([Cl:26])(=[O:27])=[O:28].[OH2:29].[cH:30]1[cH:31][cH:32][n:33][cH:34][cH:35]1>>[CH2:1]([c:2]1[cH:3][cH:4][cH:5][cH:6][cH:7]1)[O:8][C:9]([CH:10]1[N:11]([C:16](=[O:17])[O:18][C:19]([CH3:20])([CH3:21])[CH3:22])[CH2:12][CH:13]([O:15][S:25]([CH3:24])(=[O:27])=[O:28])[CH2:14]1)=[O:23]. The reactants are CCOC(=O)CCn1cc(Cl)c2cc(-c3noc(-c4ccc(OC)c(Br)c4)n3)ccc21, COCCOC, [Na+], [Na+], O=C([O-])[O-], OB(O)c1ccccc1, c1ccc(P(c2ccccc2)(c2ccccc2)[Pd](P(c2ccccc2)(c2ccccc2)c2ccccc2)(P(c2ccccc2)(c2ccccc2)c2ccccc2)P(c2ccccc2)(c2ccccc2)c2ccccc2)cc1. The product is CCOC(=O)CCn1cc(Cl)c2cc(-c3noc(-c4ccc(OC)c(-c5ccccc5)c4)n3)ccc21. RXN SMILES: [Br:1][c:2]1[cH:3][c:4](-[c:10]2[n:11][c:12](-[c:15]3[cH:16][c:17]4[c:18]([Cl:31])[cH:19][n:20]([CH2:24][CH2:25][C:26](=[O:27])[O:28][CH2:29][CH3:30])[c:21]4[cH:22][cH:23]3)[n:13][o:14]2)[cH:5][cH:6][c:7]1[O:8][CH3:9].[CH3:47][O:48][CH2:49][CH2:50][O:51][CH3:52].[Na+:41].[Na+:42].[O-:43][C:44](=[O:45])[O-:46].[c:32]1([B:38]([OH:39])[OH:40])[cH:33][cH:34][cH:35][cH:36][cH:37]1.[cH:53]1[cH:54][cH:55][c:56]([P:57]([Pd:58]([P:59]([c:60]2[cH:61][cH:62][cH:63][cH:64][cH:65]2)([c:66]2[cH:67][cH:68][cH:69][cH:70][cH:71]2)[c:72]2[cH:73][cH:74][cH:75][cH:76][cH:77]2)([P:78]([c:79]2[cH:80][cH:81][cH:82][cH:83][cH:84]2)([c:85]2[cH:86][cH:87][cH:88][cH:89][cH:90]2)[c:91]2[cH:92][cH:93][cH:94][cH:95][cH:96]2)[P:97]([c:98]2[cH:99][cH:100][cH:101][cH:102][cH:103]2)([c:104]2[cH:105][cH:106][cH:107][cH:108][cH:109]2)[c:110]2[cH:111][cH:112][cH:113][cH:114][cH:115]2)([c:116]2[cH:117][cH:118][cH:119][cH:120][cH:121]2)[c:122]2[cH:123][cH:124][cH:125][cH:126][cH:127]2)[cH:128][cH:129]1>>[c:2]1(-[c:32]2[cH:33][cH:34][cH:35][cH:36][cH:37]2)[cH:3][c:4](-[c:10]2[n:11][c:12](-[c:15]3[cH:16][c:17]4[c:18]([Cl:31])[cH:19][n:20]([CH2:24][CH2:25][C:26](=[O:27])[O:28][CH2:29][CH3:30])[c:21]4[cH:22][cH:23]3)[n:13][o:14]2)[cH:5][cH:6][c:7]1[O:8][CH3:9]. The reactants are N[C@H](C(=O)O)CC1=CC=C(C=C1)OCC=1N=C(OC1C)C1=CC=CC=C1 ((2S)-2-amino-3-{4-[(5-methyl-2-phenyl-1,3-oxazol-4-yl)methoxy]phenyl}propanoic acid), C(C1=CC=CC=C1)(=O)CC(C)=O (benzoylacetone). The product is C/C(=C/C(C1=CC=CC=C1)=O)/N[C@H](C(=O)O)CC1=CC=C(C=C1)OCC=1N=C(OC1C)C1=CC=CC=C1 ((2S)-2-{[(Z)-1-methyl-3-oxo-3-phenyl-1-propenyl]amino}-3-{4-[(5-methyl-2-phenyl-1,3-oxazol-4-yl)methoxy]phenyl}propanoic acid), example 54. Isolated yield 28.0%. Reaction SMILES: [NH2:1][C@@H:2]([CH2:6][C:7]1[CH:12]=[CH:11][C:10]([O:13][CH2:14][C:15]2[N:16]=[C:17]([C:21]3[CH:26]=[CH:25][CH:24]=[CH:23][CH:22]=3)[O:18][C:19]=2[CH3:20])=[CH:9][CH:8]=1)[C:3]([OH:5])=[O:4].[C:27]([CH2:35][C:36](=O)[CH3:37])(=[O:34])[C:28]1[CH:33]=[CH:32][CH:31]=[CH:30][CH:29]=1>>[CH3:37]/[C:36](/[NH:1][C@@H:2]([CH2:6][C:7]1[CH:8]=[CH:9][C:10]([O:13][CH2:14][C:15]2[N:16]=[C:17]([C:21]3[CH:22]=[CH:23][CH:24]=[CH:25][CH:26]=3)[O:18][C:19]=2[CH3:20])=[CH:11][CH:12]=1)[C:3]([OH:5])=[O:4])=[CH:35]/[C:27](=[O:34])[C:28]1[CH:33]=[CH:32][CH:31]=[CH:30][CH:29]=1. Reported procedure: The title compound was prepared (as described above for the preparation of example 1) from a suspension of 113 mg (0.32 mmol) of Intermediate 54 and 52 mg (0.32 mmol) of benzoylacetone to yield 44 mg (28%) of example 54: TLC (DCM/MeOH, 4/1): Rf=0.55; 1H NMR (DMSO-d6, 300 MHz) δ11.43 (d, 1H, J=9.0), 7.92-7.88 (m, 2H), 7.8 (m, 2H), 7.48 (m, 3H), 7.38-7.38 (m, 3H), 7.16 (d, 2H, J=8.4), 6.9 (d, 2H, J=8.4), 5.53 (s, 1H), 4.91 (s, 1H), 4.15 (m, 1H), 3.2 (m, 2H), 2.83-2.74 (m, 1H), 2.37 (s, 3H), 1.67 (... Starting materials: [H-].[Al+3].[Li+].[H-].[H-].[H-] (Lithium aluminium hydride), ClC1=C(C(=O)Cl)C(=CC(=C1)[N+](=O)[O-])Cl (2,6-dichloro-4-nitrobenzoyl chloride), S(O)(O)(=O)=O (sulphuric acid). Solvent: C(C)OCC (diethyl ether). The product is ClC1=C(CO)C(=CC(=C1)[N+](=O)[O-])Cl (2,6-dichloro-4-nitrobenzylalcohol). Isolated yield 26.7%. As a reaction SMILES: [H-].[Al+3].[Li+].[H-].[H-].[H-].[Cl:7][C:8]1[CH:16]=[C:15]([N+:17]([O-:19])=[O:18])[CH:14]=[C:13]([Cl:20])[C:9]=1[C:10](Cl)=[O:11].S(=O)(=O)(O)O>C(OCC)C>[Cl:7][C:8]1[CH:16]=[C:15]([N+:17]([O-:19])=[O:18])[CH:14]=[C:13]([Cl:20])[C:9]=1[CH2:10][OH:11] |f:0.1.2.3.4.5|. Procedure details: Lithium aluminium hydride (400 mg, 10.4 mmol) was added in portions to a stirred solution of 2,6-dichloro-4-nitrobenzoyl chloride (3.0 g, 11.8 mmol) in diethyl ether (50 cm3) at room temperature. After 1.5 h the mixture was poured onto ice (80 g), acidified with 10% sulphuric acid (80 cm3) and extracted with ethyl acetate (3×60 cm3). The dried organic extracts were evaporated to an oil which was purified by chromatography over silica gel with a methanol-dichloromethane solvent gradient. The frac...